From a dataset of the Open Reaction Database (ORD), a public repository of structured organic reaction records. describe an organic reaction: reactants, conditions, products, and yield The reactants are C(C)OC[C@@H]1CC[C@H](CC1)C1=CC=C(C(=O)OC2=CC(=C(C(=C2)F)C#N)F)C=C1 (3,5-difluoro-4-cyanophenyl 4-(trans-4-(ethoxymethyl)cyclohexyl)benzoate), ( 1 ), A1, A2, C(C)OC[C@@H]1CC[C@H](CC1)C1=CC=C(C(=O)O)C=C1 (4-(Trans-4-(ethoxymethyl)cyclohexyl)benzoic acid), S(=O)(Cl)Cl (thionyl chloride), N1=CC=CC=C1 (pyridine). Run in C1(=CC=CC=C1)C (toluene). Yields the product C(C)OC[C@@H]1CC[C@H](CC1)C1=CC=C(C(=O)Cl)C=C1 (4-(trans-4-(ethoxymethyl)cyclohexyl)benzoyl chloride). RXN SMILES: [CH2:1]([O:3][CH2:4][C@H:5]1[CH2:10][CH2:9][C@H:8]([C:11]2[CH:29]=[CH:28][C:14]([C:15](OC3C=C(F)C(C#N)=C(F)C=3)=[O:16])=[CH:13][CH:12]=2)[CH2:7][CH2:6]1)[CH3:2].C(OC[C@H]1CC[C@H](C2C=CC(C(O)=O)=CC=2)CC1)C.S(Cl)([Cl:51])=O.N1C=CC=CC=1>C1(C)C=CC=CC=1>[CH2:1]([O:3][CH2:4][C@H:5]1[CH2:10][CH2:9][C@H:8]([C:11]2[CH:29]=[CH:28][C:14]([C:15]([Cl:51])=[O:16])=[CH:13][CH:12]=2)[CH2:7][CH2:6]1)[CH3:2]. Procedure: Preparation of 3,5-difluoro-4-cyanophenyl 4-(trans-4-(ethoxymethyl)cyclohexyl)benzoate (in the formula (1), R=C2H5, l=1, m and n=both, 1, o=0, A1 =trans-1,4-cyclohexylene group, A2 =1,4-phenylene group, Z1 =covalent bond, Z2 =--COO--, X=CN, and Y1 and Y2 =both, F) (Compound No. 187) 4-(Trans-4-(ethoxymethyl)cyclohexyl)benzoic acid (1.9 g, 7.1 mmol) was mixed with thionyl chloride (1.3 g, 10.6 mmol), pyridine (0.1 ml) and toluene (4 ml), followed by reacting them at 80° C. for 2 hours, and distil... The reactants are FC1CNCCC1N1CCOCC1 (4-(3-Fluoro-piperidin-4-yl)-morpholine), C=1C=CC(=CC1)P(C=2C=CC=CC2)C3=CC=C4C=CC=CC4=C3C5=C6C=CC=CC6=CC=C5P(C=7C=CC=CC7)C=8C=CC=CC8 (BINAP), BrC=1C=C(C=CC1)C1=NC2=C(N1C)C=CC=C2 (2-(3-Bromo-phenyl)-1-methyl-1H-benzoimidazole), C([O-])([O-])=O.[Cs+].[Cs+] (cesium carbonate). Reagents/catalysts: C(C)(=O)[O-].[Pd+2].C(C)(=O)[O-] (Palladium acetate). Run in C1(=CC=CC=C1)C (toluene), C1(=CC=CC=C1)C (toluene). Product: FC1CN(CCC1N1CCOCC1)C=1C=C(C=CC1)C1=NC2=C(N1C)C=CC=C2 (2-[3-(3-Fluoro-4-morpholin-4-yl-piperidin-1-yl)-phenyl]-1-methyl-1H-benzoimidazole). Reaction SMILES: [F:1][CH:2]1[CH:7]([N:8]2[CH2:13][CH2:12][O:11][CH2:10][CH2:9]2)[CH2:6][CH2:5][NH:4][CH2:3]1.Br[C:15]1[CH:16]=[C:17]([C:21]2[N:25]([CH3:26])[C:24]3[CH:27]=[CH:28][CH:29]=[CH:30][C:23]=3[N:22]=2)[CH:18]=[CH:19][CH:20]=1.C(=O)([O-])[O-].[Cs+].[Cs+].C1C=CC(P(C2C(C3C(P(C4C=CC=CC=4)C4C=CC=CC=4)=CC=C4C=3C=CC=C4)=C3C(C=CC=C3)=CC=2)C2C=CC=CC=2)=CC=1>C1(C)C=CC=CC=1.C([O-])(=O)C.[Pd+2].C([O-])(=O)C>[F:1][CH:2]1[CH:7]([N:8]2[CH2:9][CH2:10][O:11][CH2:12][CH2:13]2)[CH2:6][CH2:5][N:4]([C:15]2[CH:16]=[C:17]([C:21]3[N:25]([CH3:26])[C:24]4[CH:27]=[CH:28][CH:29]=[CH:30][C:23]=4[N:22]=3)[CH:18]=[CH:19][CH:20]=2)[CH2:3]1 |f:2.3.4,7.8.9|. Procedure: 4-(3-Fluoro-piperidin-4-yl)-morpholine (0.085 g, 0.45 mmol), 2-(3-Bromo-phenyl)-1-methyl-1H-benzoimidazole (described in method N, step a, b) (0.10 g, 0.35 mmol), and cesium carbonate (10.50 g, 32.2 mmol) were placed into a dry sealed 7 mL vial under nitrogen and dry toluene (0.4 mL) was added. At the same time Palladium acetate (0.016 g, 0.07 mmol), and BINAP (0.065 g, 0.10 mmol) were placed into another dry sealed 7 mL vial under nitrogen and diluted with dry toluene (0.8 mL) After about 20 mi...